This data is from the Open Reaction Database (ORD), a public repository of structured organic reaction records. The task is: describe an organic reaction: reactants, conditions, products, and yield The reactants are Cl.O1COC2=C1C=CC(=C2)CCN (2-Benzo[1,3]dioxol-5-yl-ethylamine hydrochloride salt), BrC1=CC=C(C=C1)CC(=O)O (4-bromophenyl acetic acid), N-(2-Benzo[1,3]dioxol-5-yl-ethyl)-2-(4-bromophenyl)acetamide 35, 5-(4-bromobenzyl)-5,6,7,8-tetrahydro-[1,3]dioxolo[4,5-g]isoquinoline oxalate salt, C(C)(C)(C)OC(=O)N1C(C=2C=C3C(=CC2CC1)OCO3)CC3=CC=C(C=C3)Br (5-(4-Bromobenzyl)-7,8-dihydro-5H-[1,3]dioxolo[4,5-g]isoquinoline-6-carboxylic acid tert-butyl ester), O=P(Cl)(Cl)Cl (POCl3), amide. The solvent is CN(C)C=O (DMF), C(C)N(CC)CC (triethyl amine), C(C)#N (acetonitrile). The product is Compound 35, BrC1=CC=C(CC2=NCCC=3C=C4C(=CC23)OCO4)C=C1 (5-(4-bromobenzyl)-7,8-dihydro-[1,3]dioxolo[4,5-g]isoquinoline). As a reaction SMILES: C(OC([N:8]1[CH2:17][CH2:16][C:15]2[CH:14]=[C:13]3[O:18][CH2:19][O:20][C:12]3=[CH:11][C:10]=2[CH:9]1[CH2:21][C:22]1[CH:27]=[CH:26][C:25]([Br:28])=[CH:24][CH:23]=1)=O)(C)(C)C.Cl.O1C2C=CC(CCN)=CC=2OC1.BrC1C=CC(CC(O)=O)=CC=1.O=P(Cl)(Cl)Cl>CN(C=O)C.C(#N)C.C(N(CC)CC)C>[Br:28][C:25]1[CH:24]=[CH:23][C:22]([CH2:21][C:9]2[C:10]3[CH:11]=[C:12]4[O:20][CH2:19][O:18][C:13]4=[CH:14][C:15]=3[CH2:16][CH2:17][N:8]=2)=[CH:27][CH:26]=1 |f:1.2|. Reported procedure: The synthesis of N-(2-Benzo[1,3]dioxol-5-yl-ethyl)-2-(4-bromophenyl)acetamide 35, 5-(4-bromobenzyl)-5,6,7,8-tetrahydro-[1,3]dioxolo[4,5-g]isoquinoline oxalate salt 37, and 5-(4-Bromobenzyl)-7,8-dihydro-5H-[1,3]dioxolo[4,5-g]isoquinoline-6-carboxylic acid tert-butyl ester 38 is shown in scheme-10. Compound 35 was synthesized by coupling of 2-Benzo[1,3]dioxol-5-yl-ethylamine hydrochloride salt 33 with 4-bromophenyl acetic acid 34 using diethyl cyanophosphonate in the presence of triethyl amine in ... Reactants: COC(=O)C(=O)c1c[nH]c2ncccc12, [K+], NN, [OH-], O. RXN SMILES: [CH3:1][O:2][C:3]([C:4]([c:5]1[cH:6][nH:7][c:8]2[n:9][cH:10][cH:11][cH:12][c:13]12)=[O:14])=[O:15].[K+:17].[NH2:19][NH2:20].[OH-:16].[OH2:18]>>[CH3:1][O:2][C:3]([CH2:4][c:5]1[cH:6][nH:7][c:8]2[n:9][cH:10][cH:11][cH:12][c:13]12)=[O:15]. The product is COC(=O)Cc1c[nH]c2ncccc12. The reactants are C(C(C(CC(=O)O)C(=O)O)C(=O)O)C(=O)O (1,2,3,4-butane tetracarboxylic acid), O1CCOCC1 (dioxane), 4A, C(CCCCCCCCCCC)O (dodecyl alcohol), C1(=CC=C(C=C1)S(=O)(=O)O)C (p-toluenesulfonic acid). Product: C(CCCCCCCCCCC)OC(=O)CC(C(CC(=O)O)C(=O)O)C(=O)O (1,2,3,4-Butane Tetracarboxylic Acid Monododecyl Ester). Reaction SMILES: [CH2:1]([C:14]([OH:16])=[O:15])[CH:2]([C:11]([OH:13])=[O:12])[CH:3]([C:8]([OH:10])=[O:9])[CH2:4][C:5]([OH:7])=[O:6].[CH2:17](O)[CH2:18][CH2:19][CH2:20][CH2:21][CH2:22][CH2:23][CH2:24][CH2:25][CH2:26][CH2:27][CH3:28].C1(C)C=CC(S(O)(=O)=O)=CC=1.O1CCOCC1>>[CH2:28]([O:6][C:5]([CH2:4][CH:3]([C:8]([OH:10])=[O:9])[CH:2]([C:11]([OH:13])=[O:12])[CH2:1][C:14]([OH:16])=[O:15])=[O:7])[CH2:27][CH2:26][CH2:25][CH2:24][CH2:23][CH2:22][CH2:21][CH2:20][CH2:19][CH2:18][CH3:17]. Reported procedure: A blend of 1,2,3,4-butane tetracarboxylic acid (28.5 g., 0.121 mole), dodecyl alcohol (21.8 grams, 0.118 mole), p-toluenesulfonic acid (0.1 gram, 0.6 mole) and 300 ml. (3.4 moles) of dioxane was placed in a Soxhlet apparatus containing 4A molecular sieve. The mixture was brought to reflux with the vapor condensate passing through the molecular sieve to remove water formed during the reaction. After 48 hours reflux, the dioxane solution was removed and stripped of solvent under reduced pressure (... Product: CC(N)C(=O)N(CC(=O)O)Cc1ccccc1. RXN SMILES: [C:1]([O:2][CH2:3][c:4]1[cH:5][cH:6][cH:7][cH:8][cH:9]1)(=[O:10])[NH:11][CH:12]([CH3:13])[C:14](=[O:15])[N:16]([CH2:17][C:18](=[O:19])[OH:20])[CH2:21][c:22]1[cH:23][cH:24][cH:25][cH:26][cH:27]1.[CH3:28][CH2:29][OH:30].[OH2:31]>>[NH2:11][CH:12]([CH3:13])[C:14](=[O:15])[N:16]([CH2:17][C:18](=[O:19])[OH:20])[CH2:21][c:22]1[cH:23][cH:24][cH:25][cH:26][cH:27]1. Reactants: CC(NC(=O)OCc1ccccc1)C(=O)N(CC(=O)O)Cc1ccccc1, CCO, O. Starting materials: NC1CNC2=CC=CC=C2C1 (3(R,S)-amino-1,2,3,4-tetrahydroquinoline), C(CC)OC(=O)Cl (propylchloroformate), C(CCC)NC([C@@H](C[C@@H]([C@H](CC(CC(=O)N1CC(N(C2=CC=CC=C12)C(C)=O)C(=O)NC)(C)C)NC(=O)OC(C)(C)C)O)C)=O (5(S)-tert-butoxycarbonylamino-4(S)-hydroxy-2(R),7,7-trimethyl-8-[4-acetyl-3(R,S)-methylaminocarbonyl-1,2,3,4-tetrahydroquinoxalin-1ylcarbonyl]-octanoic acid (N-butyl)amide). Yields the product C(CC)OC(=O)NC1CNC2=CC=CC=C2C1 (3(R,S)-Propyloxycarbonylamino-1,2,3,4-tetrahydroquinoline). RXN SMILES: [NH2:1][CH:2]1[CH2:11][C:10]2[C:5](=[CH:6][CH:7]=[CH:8][CH:9]=2)[NH:4][CH2:3]1.[CH2:12]([O:15][C:16](Cl)=[O:17])[CH2:13][CH3:14].C(NC(=O)[C@H](C)C[C@H](O)[C@@H](NC(OC(C)(C)C)=O)CC(C)(C)CC(N1C2C(=CC=CC=2)N(C(=O)C)C(C(NC)=O)C1)=O)CCC>>[CH2:12]([O:15][C:16]([NH:1][CH:2]1[CH2:11][C:10]2[C:5](=[CH:6][CH:7]=[CH:8][CH:9]=2)[NH:4][CH2:3]1)=[O:17])[CH2:13][CH3:14]. Procedure details: Analogously to the method described in Example 108b) from 3(R,S)-amino-1,2,3,4-tetrahydroquinoline and propylchloroformate: Rf (P)=0.84; MS: M+ =234. The reactants are COC1=C(NC2=C(C=C(C(=O)O)C=C2S(N)(=O)=O)[N+](=O)[O-])C=CC=C1 (4- (o-methoxyanilino)-3-nitro-5-sulphamyl-benzoic acid), N(C1=CC=CC=C1)C1=C(C=C(C(=O)O)C=C1S(N)(=O)=O)[N+](=O)[O-] (4-anilino-3-nitro-5-sulphamyl-benzoic acid). The product is NC=1C=C(C(=O)O)C=C(C1NC1=C(C=CC=C1)OC)S(N)(=O)=O (3-amino-4-(o-methoxyanilino)-5-sulphamyl-benzoic acid). Reaction SMILES: [CH3:1][O:2][C:3]1[CH:25]=[CH:24][CH:23]=[CH:22][C:4]=1[NH:5][C:6]1[C:14]([S:15](=[O:18])(=[O:17])[NH2:16])=[CH:13][C:9]([C:10]([OH:12])=[O:11])=[CH:8][C:7]=1[N+:19]([O-])=O.N(C1C(S(=O)(=O)N)=CC(C(O)=O)=CC=1[N+]([O-])=O)C1C=CC=CC=1>>[NH2:19][C:7]1[CH:8]=[C:9]([CH:13]=[C:14]([S:15](=[O:18])(=[O:17])[NH2:16])[C:6]=1[NH:5][C:4]1[CH:22]=[CH:23][CH:24]=[CH:25][C:3]=1[O:2][CH3:1])[C:10]([OH:12])=[O:11]. Procedure: By substituting 4- (o-methoxyanilino)-3-nitro-5-sulphamyl-benzoic acid for the 4-anilino-3-nitro-5-sulphamyl-benzoic acid of Example 9 B, the above compound was obtained after recrystallization from aqueous ethanol. Starting materials: Cl.Cl.CN(CCCC(COC(=O)C1=CC=2C(C3=CC(=CC=C3C2C=C1)C(=O)OCC(CCCN(C)C)(C)C)=O)(C)C)C (bis(5-dimethylamino-2,2-dimethylpentyl)-9-oxofluorene-2,7-dicarboxylate dihydrochloride). The reagents and catalysts are [Pd] (palladium on charcoal). Run in O (water). The product is Cl.Cl.CN(CCCC(COC(=O)C1=CC=2CC3=CC(=CC=C3C2C=C1)C(=O)OCC(CCCN(C)C)(C)C)(C)C)C (Bis(5-dimethylamino-2,2-dimethylpentyl)fluorene-2,7-dicarboxylate dihydrochloride). Reaction SMILES: [ClH:1].Cl.[CH3:3][N:4]([CH3:42])[CH2:5][CH2:6][CH2:7][C:8]([CH3:41])([CH3:40])[CH2:9][O:10][C:11]([C:13]1[CH:25]=[CH:24][C:23]2[C:22]3[C:17](=[CH:18][C:19]([C:26]([O:28][CH2:29][C:30]([CH3:38])([CH3:37])[CH2:31][CH2:32][CH2:33][N:34]([CH3:36])[CH3:35])=[O:27])=[CH:20][CH:21]=3)[C:16](=O)[C:15]=2[CH:14]=1)=[O:12]>O.[Pd]>[ClH:1].[ClH:1].[CH3:42][N:4]([CH3:3])[CH2:5][CH2:6][CH2:7][C:8]([CH3:41])([CH3:40])[CH2:9][O:10][C:11]([C:13]1[CH:25]=[CH:24][C:23]2[C:22]3[C:17](=[CH:18][C:19]([C:26]([O:28][CH2:29][C:30]([CH3:37])([CH3:38])[CH2:31][CH2:32][CH2:33][N:34]([CH3:35])[CH3:36])=[O:27])=[CH:20][CH:21]=3)[CH2:16][C:15]=2[CH:14]=1)=[O:12] |f:0.1.2,5.6.7|. Procedure details: A solution of 20.0 g (0.0321 mole) of bis(5-dimethylamino-2,2-dimethylpentyl)-9-oxofluorene-2,7-dicarboxylate dihydrochloride in water (total volume = 240 cc.) is hydrogenated over 8.0 g of 10% palladium on charcoal for 2 days at 53°C on a Parr hydrogenation apparatus. The reaction mixture is decanted from the catalyst, filtered through filtered acid, treated with charcoal and again filtered. This solution is made basic to phenolphthalein with 20% NaOH and extracted 3 times with CHCl3. The combi...